Dataset: the Open Reaction Database (ORD), a public repository of structured organic reaction records. Task: describe an organic reaction: reactants, conditions, products, and yield The reactants are [N+](=[N-])=C(C(C)=O)P(OC)(OC)=O (Dimethyl 1-diazo-2-oxopropylphosphonate), NC1=C(C(=NC(=C1F)C1=CC(=C(C=C1)C=O)F)C(=O)OC)Cl (methyl 4-amino-3-chloro-5-fluoro-6-(3-fluoro-4-formylphenyl)picolinate), C([O-])([O-])=O.[K+].[K+] (potassium carbonate). The solvent is CO (methanol), O (water). Reaction conditions: temperature 23 celsius, time 2 hour. The product is NC1=C(C(=NC(=C1F)C1=CC(=C(C=C1)C#C)F)C(=O)OC)Cl (methyl 4-amino-3-chloro-6-(4-ethynyl-3-fluorophenyl)-5-fluoropicolinate). Yield: 35.8%. RXN SMILES: [N+](=[C:3](P(=O)(OC)OC)C(=O)C)=[N-].[NH2:13][C:14]1[C:19]([F:20])=[C:18]([C:21]2[CH:26]=[CH:25][C:24]([CH:27]=O)=[C:23]([F:29])[CH:22]=2)[N:17]=[C:16]([C:30]([O:32][CH3:33])=[O:31])[C:15]=1[Cl:34].C(=O)([O-])[O-].[K+].[K+]>CO.O>[NH2:13][C:14]1[C:19]([F:20])=[C:18]([C:21]2[CH:26]=[CH:25][C:24]([C:27]#[CH:3])=[C:23]([F:29])[CH:22]=2)[N:17]=[C:16]([C:30]([O:32][CH3:33])=[O:31])[C:15]=1[Cl:34] |f:2.3.4|. Procedure: Dimethyl 1-diazo-2-oxopropylphosphonate (290 mg, 1.5 mmol, 1.2 equiv) was added to a stirred mixture of methyl 4-amino-3-chloro-5-fluoro-6-(3-fluoro-4-formylphenyl)picolinate (410 mg, 1.3 mmol, 1.0 equiv) and solid potassium carbonate (350 mg, 2.5 mmol, 2.0 equiv) in methanol (12 mL) at 23° C. The resulting cloudy pale yellow mixture was stirred at 23° C. for 2 h. The reaction mixture was diluted with water (150 mL) and extracted with dichloromethane (4×60 mL). The organic layers were dried (mag... Reactants: CC(=O)[O-], CC(=O)CC(C)=O, CCO, [K+], O=N[O-], [Na+], O, O=[N+]([O-])O, O=P(O)(O)O, Nc1ccccc1-c1ccccc1. Product: CC(=O)C(=NNc1ccccc1-c1ccccc1)C(C)=O. As a reaction SMILES: [CH3:28][C:29](=[O:30])[O-:31].[CH3:32][C:33](=[O:34])[CH2:35][C:36]([CH3:37])=[O:38].[CH3:40][CH2:41][OH:42].[K+:27].[N:23]([O-:24])=[O:25].[Na+:26].[OH2:39].[OH:19][N+:20](=[O:21])[O-:22].[P:14](=[O:15])([OH:16])([OH:17])[OH:18].[c:1]1(-[c:8]2[cH:9][cH:10][cH:11][cH:12][cH:13]2)[c:2]([NH2:7])[cH:3][cH:4][cH:5][cH:6]1>>[c:1]1(-[c:8]2[cH:9][cH:10][cH:11][cH:12][cH:13]2)[c:2]([NH:7][N:23]=[C:35]([C:33]([CH3:32])=[O:34])[C:36]([CH3:37])=[O:38])[cH:3][cH:4][cH:5][cH:6]1. The reactants are [H-].[Na+] (Sodium hydride), oil, COC1=C(C=CC=C1)N1CCN(CC1)C(C(C1=CC=CC=C1)Cl)=O (1-(2-methoxyphenyl)-4-(1-oxo-2-chloro-2-phenylethyl)piperazine), C1(=CC=CC=C1)O (Phenol). Run in CN(C)C=O (DMF), CN(C)C=O (DMF), CN(C)C=O (DMF). Conditions: temperature 0 celsius, time 20 minute. Product: COC1=C(C=CC=C1)N1CCN(CC1)C(C(C1=CC=CC=C1)OC1=CC=CC=C1)=O (1-(2-methoxyphenyl)-4 -(1-oxo-2-phenoxy-2-phenylethyl)piperazine). Reaction SMILES: [H-].[Na+].[C:3]1([OH:9])[CH:8]=[CH:7][CH:6]=[CH:5][CH:4]=1.[CH3:10][O:11][C:12]1[CH:17]=[CH:16][CH:15]=[CH:14][C:13]=1[N:18]1[CH2:23][CH2:22][N:21]([C:24](=[O:33])[CH:25](Cl)[C:26]2[CH:31]=[CH:30][CH:29]=[CH:28][CH:27]=2)[CH2:20][CH2:19]1>CN(C=O)C>[CH3:10][O:11][C:12]1[CH:17]=[CH:16][CH:15]=[CH:14][C:13]=1[N:18]1[CH2:23][CH2:22][N:21]([C:24](=[O:33])[CH:25]([O:9][C:3]2[CH:8]=[CH:7][CH:6]=[CH:5][CH:4]=2)[C:26]2[CH:31]=[CH:30][CH:29]=[CH:28][CH:27]=2)[CH2:20][CH2:19]1 |f:0.1|. Procedure: Sodium hydride 80% dispersion in oil (1.7 g) was added to dry DMF (100 ml) under argon. Phenol (3.76 g; 0.04 m) was added over 20 mins and the resulting grey mixture was stirred a further 20 mins and cooled to 0° C. A solution of 1-(2-methoxyphenyl)-4-(1-oxo-2-chloro-2-phenylethyl)piperazine (13.8 g; 0.04 m) in dry DMF (60 ml) was added over 20 mins. The mixture was heated to 60° C. over a period of about 3 hrs and then maintained at 60° C. for 21/2 hrs and then stirred at ambient temperature ov... The reactants are FC(CCCCCCCCCCCCCCCNC1=CC=C(C=CC(=O)OCC)C=C1)(F)F (ethyl 4-[15-(trifluoromethyl)pentadecylamino]cinnamate), C(C)O (ethanol), [OH-].[Na+] (sodium hydroxide), O (water). Product: FC(CCCCCCCCCCCCCCCNC1=CC=C(C=CC(=O)O)C=C1)(F)F (4-[15-(Trifluoromethyl)pentadecylamino]cinnamic acid). The solvent is C(C)(=O)O (acetic acid). Procedure: A mixture of ethyl 4-aminocinnamate, one equivalent of 15-(trifluoromethyl)pentadecyl bromide and one equivalent of anhydrous potassium carbonate in hexamethylphosporamide is heated for 20 hours at 60° C. The mixture is then cooled, diluted with water and extracted with ether. The combined ether extracts are dried, filtered and evaporated to provide ethyl 4-[15-(trifluoromethyl)pentadecylamino]cinnamate. The ester is hydrolyzed with sodium hydroxide in a 1:9 water:ethanol solution at steam bath ... Reaction SMILES: [F:1][C:2]([F:33])([F:32])[CH2:3][CH2:4][CH2:5][CH2:6][CH2:7][CH2:8][CH2:9][CH2:10][CH2:11][CH2:12][CH2:13][CH2:14][CH2:15][CH2:16][CH2:17][NH:18][C:19]1[CH:31]=[CH:30][C:22]([CH:23]=[CH:24][C:25]([O:27]CC)=[O:26])=[CH:21][CH:20]=1.[OH-].[Na+].O.C(O)C>C(O)(=O)C>[F:1][C:2]([F:32])([F:33])[CH2:3][CH2:4][CH2:5][CH2:6][CH2:7][CH2:8][CH2:9][CH2:10][CH2:11][CH2:12][CH2:13][CH2:14][CH2:15][CH2:16][CH2:17][NH:18][C:19]1[CH:31]=[CH:30][C:22]([CH:23]=[CH:24][C:25]([OH:27])=[O:26])=[CH:21][CH:20]=1 |f:1.2|.